Dataset: the Open Reaction Database (ORD), a public repository of structured organic reaction records. Task: describe an organic reaction: reactants, conditions, products, and yield Reactants: CC1NCCC(C1)C1=NC=C2C(N1)=CC(=N2)C2=NC=CC=C2 (2-methyl-4-piperidyl-6-(2-pyridyl)pyrrolo[3,2-d]pyrimidine), Cl (HCl), CCOC(=O)C (EtOAc). Product: O.Cl.CC1NCCC(C1)C1=NC=C2C(N1)=CC(=N2)C2=NC=CC=C2 (2-Methyl-4-piperidyl-6-(2-pyridyl)pyrrolo[3,2-d]pyrimidine Hydrochloride Hydrate). The yield is 85.0%. Reaction SMILES: [CH3:1][CH:2]1[CH2:7][CH:6]([C:8]2[NH:13][C:12]3=[CH:14][C:15]([C:17]4[CH:22]=[CH:21][CH:20]=[CH:19][N:18]=4)=[N:16][C:11]3=[CH:10][N:9]=2)[CH2:5][CH2:4][NH:3]1.[ClH:23].CC[O:26]C(C)=O>>[OH2:26].[ClH:23].[CH3:1][CH:2]1[CH2:7][CH:6]([C:8]2[NH:13][C:12]3=[CH:14][C:15]([C:17]4[CH:22]=[CH:21][CH:20]=[CH:19][N:18]=4)=[N:16][C:11]3=[CH:10][N:9]=2)[CH2:5][CH2:4][NH:3]1 |f:3.4.5|. Procedure details: Using the method described in Example 30 by employing 2-(1-pyrrolidinylvinyl)-2-pyridine (freshly prepared before use) (2.20 g, 12.6 mmol), 2-methyl-4,6-dichloro-5-nitropyrimidine (Example 76(b)) (2.61 g, 12.6 mmol), N,N-diisopropylethyl amine (Aldrich Chemical Company) (2.2 mL, 12.6 mmol), piperidine (2.0 mL, 20.2 mmol), NEt3 (Aldrich Chemical Company) (2.0 mL) and SnCl2 (Aldrich Chemical Company) (38 mL of a 2M solution in DMF). The residue was purified by flash chromatography on silica gel wi... Reactants: NC1=NC=C(C=C1)OC (2-amino-5-methoxypyridine), [N+](=O)([O-])C1=C(C(=CC(=C1)[N+](=O)[O-])C(F)(F)F)Cl (2,4-dinitro-6-trifluoromethylchlorobenzene). The product is COC=1C=CC(=NC1)NC1=C(C=C(C=C1C(F)(F)F)[N+](=O)[O-])[N+](=O)[O-] (N-(5-methoxy-2-pyridyl)-2,4-dinitro-6-trifluoromethylaniline). As a reaction SMILES: [NH2:1][C:2]1[CH:7]=[CH:6][C:5]([O:8][CH3:9])=[CH:4][N:3]=1.[N+:10]([C:13]1[CH:18]=[C:17]([N+:19]([O-:21])=[O:20])[CH:16]=[C:15]([C:22]([F:25])([F:24])[F:23])[C:14]=1Cl)([O-:12])=[O:11]>>[CH3:9][O:8][C:5]1[CH:6]=[CH:7][C:2]([NH:1][C:14]2[C:15]([C:22]([F:24])([F:25])[F:23])=[CH:16][C:17]([N+:19]([O-:21])=[O:20])=[CH:18][C:13]=2[N+:10]([O-:12])=[O:11])=[N:3][CH:4]=1. Procedure details: In accordance with the process of Preparation 8 except using 1.2 g. of 2-amino-5-methoxypyridine and 2.8 g. of 2,4-dinitro-6-trifluoromethylchlorobenzene, the reaction was carried out for 5 hours. The reaction mixture was treated as the process of Preparation 6 to obtain 1.2 g. of the object compound having the melting point of 102° to 105° C.